This data is from the Open Reaction Database (ORD), a public repository of structured organic reaction records. The task is: describe an organic reaction: reactants, conditions, products, and yield The reactants are COC1=CC=C(CN(C2=NC=C(C=N2)C=2C3=C(N=C(N2)N2CCOCC2)NCC3)CC3=CC=C(C=C3)OC)C=C1 (bis-(4-methoxy-benzyl)-[5-(2-morpholin-4-yl-6,7-dihydro-5H-pyrrolo[2,3-d]pyrimidin-4-yl)-pyrimidin-2-yl]-amine), BrC=1C=C(C=NC1)C(=O)N1CCOCC1 ((5-bromo-pyridin-3-yl)-morpholin-4-yl-methanone). Product: COC1=CC=C(CN(C2=NC=C(C=N2)C=2C3=C(N=C(N2)N2CCOCC2)N(CC3)C=3C=C(C=NC3)C(=O)N3CCOCC3)CC3=CC=C(C=C3)OC)C=C1 ([5-(4-{2-[bis-(4-methoxy-benzyl)-amino]-pyrimidin-5-yl}-2-morpholin-4-yl-5,6-dihydro-pyrrolo[2,3-d]pyrimidin-7-yl)-pyridin-3-yl]-morpholin-4-yl-methanone). As a reaction SMILES: [CH3:1][O:2][C:3]1[CH:40]=[CH:39][C:6]([CH2:7][N:8]([CH2:30][C:31]2[CH:36]=[CH:35][C:34]([O:37][CH3:38])=[CH:33][CH:32]=2)[C:9]2[N:14]=[CH:13][C:12]([C:15]3[C:16]4[CH2:29][CH2:28][NH:27][C:17]=4[N:18]=[C:19]([N:21]4[CH2:26][CH2:25][O:24][CH2:23][CH2:22]4)[N:20]=3)=[CH:11][N:10]=2)=[CH:5][CH:4]=1.Br[C:42]1[CH:43]=[C:44]([C:48]([N:50]2[CH2:55][CH2:54][O:53][CH2:52][CH2:51]2)=[O:49])[CH:45]=[N:46][CH:47]=1>>[CH3:38][O:37][C:34]1[CH:33]=[CH:32][C:31]([CH2:30][N:8]([CH2:7][C:6]2[CH:5]=[CH:4][C:3]([O:2][CH3:1])=[CH:40][CH:39]=2)[C:9]2[N:10]=[CH:11][C:12]([C:15]3[C:16]4[CH2:29][CH2:28][N:27]([C:42]5[CH:43]=[C:44]([C:48]([N:50]6[CH2:51][CH2:52][O:53][CH2:54][CH2:55]6)=[O:49])[CH:45]=[N:46][CH:47]=5)[C:17]=4[N:18]=[C:19]([N:21]4[CH2:26][CH2:25][O:24][CH2:23][CH2:22]4)[N:20]=3)=[CH:13][N:14]=2)=[CH:36][CH:35]=1. Procedure details: Using bis-(4-methoxy-benzyl)-[5-(2-morpholin-4-yl-6,7-dihydro-5H-pyrrolo[2,3-d]pyrimidin-4-yl)-pyrimidin-2-yl]-amine (50 mg) and (5-bromo-pyridin-3-yl)-morpholin-4-yl-methanone (38 mg) instead of 4-chloropicolinic acid t-butylamide, in the same manner as Example 1-D-07, a crude product of [5-(4-{2-[bis-(4-methoxy-benzyl)-amino]-pyrimidin-5-yl}-2-morpholin-4-yl-5,6-dihydro-pyrrolo[2,3-d]pyrimidin-7-yl)-pyridin-3-yl]-morpholin-4-yl-methanone was obtained, and then the PMB groups were removed accor... The reactants are COCN(Cc1ccccc1)C[Si](C)(C)C, COC(=O)C=CCCO[Si](C)(C)C(C)(C)C. The product is COC(=O)C1CN(Cc2ccccc2)CC1CCO[Si](C)(C)C(C)(C)C. Reaction SMILES: [CH2:17]([c:18]1[cH:19][cH:20][cH:21][cH:22][cH:23]1)[N:24]([CH2:25][O:31][CH3:32])[CH2:28][Si:26]([CH3:27])([CH3:29])[CH3:30].[CH3:1][O:2][C:3]([CH:4]=[CH:5][CH2:6][CH2:7][O:8][Si:9]([CH3:10])([CH3:11])[C:12]([CH3:13])([CH3:14])[CH3:15])=[O:16]>>[CH3:1][O:2][C:3]([CH:4]1[CH:5]([CH2:6][CH2:7][O:8][Si:9]([CH3:10])([CH3:11])[C:12]([CH3:13])([CH3:14])[CH3:15])[CH2:28][N:24]([CH2:17][c:18]2[cH:19][cH:20][cH:21][cH:22][cH:23]2)[CH2:25]1)=[O:16]. Reactants: ClC=1C=C(C=CC1C(F)(F)F)C1=NC=2N(C(=C1)C(F)F)N=CC2C(=O)O (5-(3-chloro-4-trifluoromethyl-phenyl)-7-difluoromethyl-pyrazolo[1,5-a]pyrimidine-3-carboxylic acid), S(N)(=O)(=O)C=1C=C(C=CC1)N (3-sulfamoyl-phenylamine). The product is S(N)(=O)(=O)C=1C=C(C=CC1)NC(=O)C=1C=NN2C1N=C(C=C2C(F)F)C2=CC(=C(C=C2)C(F)(F)F)Cl (5-(3-Chloro-4-trifluoromethyl-phenyl)-7-difluoromethyl-pyrazolo[1,5-a]pyrimidine-3-carboxylic acid(3-sulfamoyl-phenyl)-amide). RXN SMILES: [Cl:1][C:2]1[CH:3]=[C:4]([C:12]2[CH:17]=[C:16]([CH:18]([F:20])[F:19])[N:15]3[N:21]=[CH:22][C:23]([C:24]([OH:26])=O)=[C:14]3[N:13]=2)[CH:5]=[CH:6][C:7]=1[C:8]([F:11])([F:10])[F:9].[S:27]([C:31]1[CH:32]=[C:33]([NH2:37])[CH:34]=[CH:35][CH:36]=1)(=[O:30])(=[O:29])[NH2:28]>>[S:27]([C:31]1[CH:32]=[C:33]([NH:37][C:24]([C:23]2[CH:22]=[N:21][N:15]3[C:16]([CH:18]([F:19])[F:20])=[CH:17][C:12]([C:4]4[CH:5]=[CH:6][C:7]([C:8]([F:11])([F:10])[F:9])=[C:2]([Cl:1])[CH:3]=4)=[N:13][C:14]=23)=[O:26])[CH:34]=[CH:35][CH:36]=1)(=[O:29])(=[O:30])[NH2:28]. Reported procedure: The title compound was prepared from 5-(3-chloro-4-trifluoromethyl-phenyl)-7-difluoromethyl-pyrazolo[1,5-a]pyrimidine-3-carboxylic acid (example C.15) and 3-sulfamoyl-phenylamine [commercially available] according to general procedure II. Brown solid. MS (ISP) 543.9 [(M−H)−]; mp 272° C.